describe an organic reaction: reactants, conditions, products, and yield From a dataset of the Open Reaction Database (ORD), a public repository of structured organic reaction records. The reactants are [CH-]1C=CC=C1.[CH-]1C=CC=C1.[Fe+2] (ferrocene), [Al+3].[Cl-].[Cl-].[Cl-] (AlCl3), C1(=CC(=CC(=C1)C)C)C (mesitylene). The reagents and catalysts are [Cl-].[Cl-].[Cl-].[Cl-].[Zr+4] (ZrCl4). Yields the product C1(=CC(=CC(=C1)C)C)C (mesitylene), C1(C=CC=C1)[Fe+] ((cyclopentadienyl)-iron(II)). Reaction SMILES: [CH-:1]1[CH:5]=[CH:4][CH:3]=[CH:2]1.[CH-]1C=CC=C1.[Fe+2:11].[Al+3].[Cl-].[Cl-].[Cl-].[C:16]1([CH3:24])[CH:21]=[C:20]([CH3:22])[CH:19]=[C:18]([CH3:23])[CH:17]=1>[Cl-].[Cl-].[Cl-].[Cl-].[Zr+4]>[C:16]1([CH3:24])[CH:21]=[C:20]([CH3:22])[CH:19]=[C:18]([CH3:23])[CH:17]=1.[CH:1]1([Fe+:11])[CH:5]=[CH:4][CH:3]=[CH:2]1 |f:0.1.2,3.4.5.6,8.9.10.11.12|. Procedure details: In accordance with the procedure of Example 4, 10 g (0.043 mol) of ZrCl4 are added at 60° C. under argon over the course of 1 hour and 10 minutes to a stirred mixture of 60 ml of mesitylene, 8 g (0.043 mol) of ferrocene and 5.7 g (0.043 mol) of sublimed AlCl3. Working up is effected as in Example 4, affording 20.1 g (83.4% of theory) of crude (η6 -mesitylene)-η5 -(cyclopentadienyl)-iron(II) tetrapnenylborate. As a reaction SMILES: [CH3:23][C:24](=[O:25])[OH:26].[Cl:1][c:2]1[cH:3][c:4]2[c:5]3[c:6]([n:7]([CH3:11])[c:8]2[cH:9][cH:10]1)[c:12](=[O:21])[cH:13][c:14]([C:16](=[O:17])[O:18][CH2:19][CH3:20])[o:15]3.[ClH:27].[OH2:22]>>[Cl:1][c:2]1[cH:3][c:4]2[c:5]3[c:6]([n:7]([CH3:11])[c:8]2[cH:9][cH:10]1)[c:12](=[O:21])[cH:13][c:14]([C:16](=[O:17])[OH:18])[o:15]3. Yields the product Cn1c2ccc(Cl)cc2c2oc(C(=O)O)cc(=O)c21. The reactants are CC(=O)O, CCOC(=O)c1cc(=O)c2c(o1)c1cc(Cl)ccc1n2C, Cl, O.